This data is from the Open Reaction Database (ORD), a public repository of structured organic reaction records. The task is: describe an organic reaction: reactants, conditions, products, and yield Starting materials: COC=1C=C(C(=CC1C)O)C (4-methoxy-2,5-xylenol), C([O-])([O-])=O.[K+].[K+] (potassium carbonate), BrCCCC(C(=O)OC)(C)C (5-bromo-2,2-dimethylvaleric acid, methyl ester). Run in C(C)#N (acetonitrile). Yields the product COC1=CC(=C(OCCCC(C(=O)OC)(C)C)C=C1C)C (5-(4-Methoxy-2,5-dimethylphenoxy)-2,2-dimethyl-pentanoic acid, methyl ester). RXN SMILES: [CH3:1][O:2][C:3]1[CH:4]=[C:5]([CH3:11])[C:6]([OH:10])=[CH:7][C:8]=1[CH3:9].C(=O)([O-])[O-].[K+].[K+].Br[CH2:19][CH2:20][CH2:21][C:22]([CH3:28])([CH3:27])[C:23]([O:25][CH3:26])=[O:24]>C(#N)C>[CH3:1][O:2][C:3]1[C:8]([CH3:9])=[CH:7][C:6]([O:10][CH2:19][CH2:20][CH2:21][C:22]([CH3:28])([CH3:27])[C:23]([O:25][CH3:26])=[O:24])=[C:5]([CH3:11])[CH:4]=1 |f:1.2.3|. Procedure: A 500 mL, 3 neck round bottom flask is charged with 7.6 g (50 mmol) of 4-methoxy-2,5-xylenol, 8.3 g (60 mmol) of anhydrous potassium carbonate 13.4 g (60 mmol) of 5-bromo-2,2-dimethylvaleric acid, methyl ester (U.S. Pat. No. 4,665,226) and 150 mL of acetonitrile. The mixture is stirred mechanically at reflux for 24 hours. The reaction flask and inorganic solids are washed with fresh acetonitrile and the filtrate evaporated. The residue is taken up in diethyl ether and the solution washed with 50... Reactants: epoxides, S(=O)([O-])[O-].[Na+].[Na+] (sodium sulphite), 14,15- and 5,6-epoxides, BrNC(C)=O (N-Bromoacetamide), O[C@@H]1CC2=CC[C@H]3C4=CC[C@H](C5(C)OCCO5)[C@]4([C@@H](C[C@@H]3[C@]2(CC1)C)O)C (3β,12β-Dihydroxy-20,20-ethylenedioxypregn-5,14-diene), O (water). The solvent is CC(=O)C (acetone), C(C)(=O)O (acetic acid). Run at time 0.5 hour. Product: O[C@@H]1CC23C(C[C@H]4C5=CC[C@H](C6(C)OCCO6)[C@]5([C@@H](C[C@@H]4[C@]2(CC1)C)O)C)O3 (3β,12β-Dihydroxy-5,6-epoxy-20,20-ethylenedioxypregn-14-ene). Reaction SMILES: BrNC(=[O:5])C.[OH:6][C@H:7]1[CH2:29][CH2:28][C@@:27]2([CH3:30])[C:9](=[CH:10][CH2:11][C@@H:12]3[C@@H:26]2[CH2:25][C@@H:24]([OH:31])[C@@:23]2([CH3:32])[C:13]3=[CH:14][CH2:15][C@@H:16]2[C:17]2([O:22][CH2:21][CH2:20][O:19]2)[CH3:18])[CH2:8]1.O.S([O-])([O-])=O.[Na+].[Na+]>CC(C)=O.C(O)(=O)C>[OH:6][C@H:7]1[CH2:29][CH2:28][C@@:27]2([CH3:30])[C:9]3([O:5][CH:10]3[CH2:11][C@@H:12]3[C@@H:26]2[CH2:25][C@@H:24]([OH:31])[C@@:23]2([CH3:32])[C:13]3=[CH:14][CH2:15][C@@H:16]2[C:17]2([O:19][CH2:20][CH2:21][O:22]2)[CH3:18])[CH2:8]1 |f:3.4.5|. Procedure: N-Bromoacetamide (211 mg, 1.5 mmol) is added to a stirred solution of the 5,14-diene (23) (500 mg, 1.34 mmol) in acetone (100 ml), acetic acid (2.5 ml), and water (5 ml) at 0° C. After 15 min sodium sulphite (5% soln, 50 ml) is added to the reaction mixture. The acetone is evaporated, and the aqueous layer extracted with dichloromethane (3×50 ml). The organic layer is dried (MgSO4), filtered and evaporated. Pyridine (1 ml) is added to the product, and stirred for 0.5 h. Dichloromethane (100 ml) ... Starting materials: O=[N+]([O-])c1cc2c(Nc3ccc(F)c(Cl)c3)ncnc2cc1Cl, [Na], CN(C)C=O, O=S(O)c1ccccc1. Yields the product O=[N+]([O-])c1cc2c(Nc3ccc(F)c(Cl)c3)ncnc2cc1S(=O)(=O)c1ccccc1. Reaction SMILES: [Cl:1][c:2]1[cH:3][c:4]([NH:9][c:10]2[n:11][cH:12][n:13][c:14]3[cH:15][c:16]([Cl:23])[c:17]([N+:20](=[O:21])[O-:22])[cH:18][c:19]23)[cH:5][cH:6][c:7]1[F:8].[Na:24].[O:34]=[CH:35][N:36]([CH3:37])[CH3:38].[c:25]1([S:31](=[O:32])[OH:33])[cH:26][cH:27][cH:28][cH:29][cH:30]1>>[Cl:1][c:2]1[cH:3][c:4]([NH:9][c:10]2[n:11][cH:12][n:13][c:14]3[cH:15][c:16]([S:31]([c:25]4[cH:26][cH:27][cH:28][cH:29][cH:30]4)(=[O:32])=[O:33])[c:17]([N+:20](=[O:21])[O-:22])[cH:18][c:19]23)[cH:5][cH:6][c:7]1[F:8]. The reactants are BrC=1C=C(C=C(C1)Br)S(=O)(=O)Cl (3,5-dibromobenzenesulfonylchloride), C(C)(C)N (isopropylamine). Solvent: O (water), O (water). Conditions: time 2 hour. The product is BrC=1C=C(C=C(C1)Br)S(=O)(=O)NC(C)C (3,5-dibromo-N-isopropylbenzenesulfonamide). Reaction SMILES: [Br:1][C:2]1[CH:3]=[C:4]([S:9](Cl)(=[O:11])=[O:10])[CH:5]=[C:6]([Br:8])[CH:7]=1.[CH:13]([NH2:16])([CH3:15])[CH3:14]>O>[Br:1][C:2]1[CH:3]=[C:4]([S:9]([NH:16][CH:13]([CH3:15])[CH3:14])(=[O:11])=[O:10])[CH:5]=[C:6]([Br:8])[CH:7]=1. Procedure: 3.0 G. of 3,5-dibromobenzenesulfonylchloride is added to a solution of 17.7 g. of isopropylamine in 25 ml. of water at room temperature. A complete solution results which is stirred for two hours and poured onto 250 ml. of water. The precipitate is filtered, washed with water, and dried affording 3,5-dibromo-N-isopropylbenzenesulfonamide, m.p. 105° to 107° C. The reactants are C#CCBr, [K+], [K+], O=C([O-])[O-], CN(C)C=O, O, Nc1ncnc2[nH]nc(-c3ccc4ccccc4c3)c12. Yields the product C#CCn1nc(-c2ccc3ccccc3c2)c2c(N)ncnc21. RXN SMILES: [CH2:27]([C:28]#[CH:29])[Br:30].[K+:21].[K+:22].[O-:23][C:24]([O-:25])=[O:26].[O:32]=[CH:33][N:34]([CH3:35])[CH3:36].[OH2:31].[cH:1]1[c:2](-[c:11]2[n:12][nH:13][c:14]3[n:15][cH:16][n:17][c:18]([NH2:20])[c:19]23)[cH:3][cH:4][c:5]2[cH:6][cH:7][cH:8][cH:9][c:10]12>>[cH:1]1[c:2](-[c:11]2[n:12][n:13]([CH2:29][C:28]#[CH:27])[c:14]3[n:15][cH:16][n:17][c:18]([NH2:20])[c:19]23)[cH:3][cH:4][c:5]2[cH:6][cH:7][cH:8][cH:9][c:10]12.